This data is from the Open Reaction Database (ORD), a public repository of structured organic reaction records. The task is: describe an organic reaction: reactants, conditions, products, and yield Starting materials: sodium salts, ClC1=C(C(=O)O)C=CC(=C1)Cl (2,4-dichlorobenzoic acid), CC1=C(C=CC=C1)O (2-methylphenol), COCCOCCN(CCOCCOC)CCOCCOC (tris-[2-(2-methoxyethoxy)ethyl]amine). Reagents/catalysts: Cl[Cu] (CuCl). The solvent is O1CCOCC1 (dioxan). Yields the product ClC1=CC(=C(C(=O)O)C=C1)OC1=C(C=CC=C1)C (4-chloro-2-(2-methylphenoxy) benzoic acid). Yield: 79.1%. Reaction SMILES: Cl[C:2]1[CH:10]=[C:9]([Cl:11])[CH:8]=[CH:7][C:3]=1[C:4]([OH:6])=[O:5].[CH3:12][C:13]1[CH:18]=[CH:17][CH:16]=[CH:15][C:14]=1[OH:19].COCCOCCN(CCOCCOC)CCOCCOC>O1CCOCC1.Cl[Cu]>[Cl:11][C:9]1[CH:8]=[CH:7][C:3]([C:4]([OH:6])=[O:5])=[C:2]([O:19][C:14]2[CH:15]=[CH:16][CH:17]=[CH:18][C:13]=2[CH3:12])[CH:10]=1. Procedure details: A mixture of the sodium salts of 2,4-dichlorobenzoic acid (V: X=Cl, R1 =4-Cl) (27.7 g, 130 mmol) and 2-methylphenol (III: R3 =H) (18.9 g, 145 mmol) were dissolved in dry dioxan (300 mL). CuCl (1.3 g, 13 mmol) and tris-[2-(2-methoxyethoxy)ethyl]amine (TDA-1) (4.2 g, 13 mmol) were added, and the mixture was heated at reflux under N2 for 8 hours. Excess solvent was evaporated under reduced pressure, and the residue was diluted with water and filtered. The filtrate was acidified with 2N HCl, and the... The reactants are COC=1NC(NN1)=O (5-methoxy-2,4-dihydro-3H-1,2,4-triazol-3-one), C1(=CC=CC=C1)C=1C=CC(=C(CBr)C1)C (5-phenyl-2-methylbenzylbromide), O (water), COC1=NNC(N1)=O (3-methoxy-1,2,4-triazol-5(4H)-one), C([O-])([O-])=O.[K+].[K+] (potassium carbonate). The solvent is C(C)#N (acetonitrile), C(C)#N (acetonitrile). Reaction conditions: time 5 hour. Product: COC=1N(C(NN1)=O)CC1=C(C=CC(=C1)C1=CC=CC=C1)C (5-methoxy-4-(2-methyl-5-phenylbenzyl)-2,4-dihydro-3H-1,2,4-triazol-3-one). Isolated yield 44.9%. RXN SMILES: [CH3:1][O:2][C:3]1[NH:4][C:5](=[O:8])[NH:6][N:7]=1.C(=O)([O-])[O-].[K+].[K+].[C:15]1([C:21]2[CH:22]=[CH:23][C:24]([CH3:29])=[C:25]([CH:28]=2)[CH2:26]Br)[CH:20]=[CH:19][CH:18]=[CH:17][CH:16]=1.O>C(#N)C>[CH3:1][O:2][C:3]1[N:4]([CH2:26][C:25]2[CH:28]=[C:21]([C:15]3[CH:16]=[CH:17][CH:18]=[CH:19][CH:20]=3)[CH:22]=[CH:23][C:24]=2[CH3:29])[C:5](=[O:8])[NH:6][N:7]=1 |f:1.2.3|. Procedure details: To a solution of 626 mg (5.44 mmol) of 5-methoxy-2,4-dihydro-3H-1,2,4-triazol-3-one (said compound is a known compound described in J. Chem. Soc. Perkin I, 2645 (1973) and this was produced according to the method described in this literature. In this literature, said compound is named as 3-methoxy-1,2,4-triazol-5(4H)-one) in 7 ml of dry acetonitrile was added 0.79 g (5.71 mmol) of potassium carbonate. To the mixture was added dropwise a solution of 1.42 g (5.44 mmol) of 5-phenyl-2-methylbenzylb... Yields the product CC1(CC2=C(CC(C1O)(C)C)C=CC=C2)C (6,7,8,9-tetrahydro-6,6,8,8-tetramethyl-5H -benzocycloheptene-7-ol), crude product. Solvent: C(C)OCC (diethyl ether). Starting materials: CC1(CC2=C(CC(C1=O)(C)C)C=CC=C2)C (5,6,8,9-tetrahydro-6,6,8,8-tetramethyl-7H-benzocycloheptene-7-one), [H-].[Al+3].[Li+].[H-].[H-].[H-] (lithium aluminum hydride). Procedure details: 2.57 g of 5,6,8,9-tetrahydro-6,6,8,8-tetramethyl-7H-benzocycloheptene-7-one are dissolved in 50 ml of absolute diethyl ether and treated cautiously at 0° with 460 mg of lithium aluminum hydride. The cooling bath is removed and the mixture is stirred at room temperature for an additional 2 hours. Then, 1.2 g of sodium hydroxide, dissolved in a small amount of water, are added portionwise, whereupon the reaction mixture is stirred until a filterable precipitate has formed. After filtration and eva... As a reaction SMILES: [CH3:1][C:2]1([CH3:16])[C:8](=[O:9])[C:7]([CH3:11])([CH3:10])[CH2:6][C:5]2[CH:12]=[CH:13][CH:14]=[CH:15][C:4]=2[CH2:3]1.[H-].[Al+3].[Li+].[H-].[H-].[H-]>C(OCC)C>[CH3:1][C:2]1([CH3:16])[CH:8]([OH:9])[C:7]([CH3:10])([CH3:11])[CH2:6][C:5]2[CH:12]=[CH:13][CH:14]=[CH:15][C:4]=2[CH2:3]1 |f:1.2.3.4.5.6|. Reaction conditions: time 2 hour. The reactants are [Si](C)(C)(C(C)(C)C)OCC=1C=C(C=CC1CO[Si](C)(C)C(C)(C)C)CCC1=CC=C(S1)/C(=C/CCC(CC)(O)CC)/CC ((E)-7-{5-[2-(3,4-bis(tert-butyldimethylsilanyloxymethyl)phenyl)ethyl]-2-thienyl}-3-ethylnon-6-en-3-ol), [F-].C(CCC)[N+](CCCC)(CCCC)CCCC (tetrabutylammonium fluoride). Yields the product OCC=1C=C(C=CC1CO)CCC1=CC=C(S1)/C(=C/CCC(CC)(O)CC)/CC ((E)-7-{5-[2-(3,4-bis-Hydroxymethyl-phenyl)ethyl]-2-thienyl}-3-ethylnon-6-en-3-ol). RXN SMILES: [Si]([O:8][CH2:9][C:10]1[CH:11]=[C:12]([CH2:25][CH2:26][C:27]2[S:31][C:30](/[C:32](/[CH2:42][CH3:43])=[CH:33]/[CH2:34][CH2:35][C:36]([CH2:40][CH3:41])([OH:39])[CH2:37][CH3:38])=[CH:29][CH:28]=2)[CH:13]=[CH:14][C:15]=1[CH2:16][O:17][Si](C(C)(C)C)(C)C)(C(C)(C)C)(C)C.[F-].C([N+](CCCC)(CCCC)CCCC)CCC>>[OH:8][CH2:9][C:10]1[CH:11]=[C:12]([CH2:25][CH2:26][C:27]2[S:31][C:30](/[C:32](/[CH2:42][CH3:43])=[CH:33]/[CH2:34][CH2:35][C:36]([CH2:40][CH3:41])([OH:39])[CH2:37][CH3:38])=[CH:29][CH:28]=2)[CH:13]=[CH:14][C:15]=1[CH2:16][OH:17] |f:1.2|. Procedure details: In a manner similar to that of Example 6(l), by reaction of 710 mg (1.1 mmol) of (E)-7-{5-[2-(3,4-bis(tert-butyldimethylsilanyloxymethyl)phenyl)ethyl]-2-thienyl}-3-ethylnon-6-en-3-ol with 3.3 mL (3.3 mmol) of 1.0 M tetrabutylammonium fluoride solution, the desired product is obtained in the form of a white powder (m.p.=77° C.; m=380 mg; Y=83%). Reactants: ClC=1C=C2C(=C(N(C2=CC1)C(C1=CC=CC=C1)C1=CC=CC=C1)CCNS(=O)(=O)CC1=C(C=CC=C1Br)Br)CCCC1=CC=C(C(=O)O)C=C1 (4-{3-[5-chloro-2-(2-{[(2,6-dibromobenzyl)sulfonyl]amino}ethyl)-1-(diphenylmethyl)-1H-indol-3-yl]propyl}benzoic acid), [H-].[Na+] (NaH), C(C1=CC=CC=C1)(C1=CC=CC=C1)Br (benzhydryl bromide), O (Water). Run in CN(C)C=O (DMF), CN(C)C=O (DMF). Reaction conditions: time 1 hour. The product is C(C1=CC=CC=C1)(C1=CC=CC=C1)N1C=CC2=CC=CC=C12 (N-benzhydrylindole). Isolated yield 106.7%. RXN SMILES: Cl[C:2]1[CH:3]=[C:4]2[C:8](=[CH:9][CH:10]=1)[N:7]([CH:11]([C:18]1[CH:23]=[CH:22][CH:21]=[CH:20][CH:19]=1)[C:12]1[CH:17]=[CH:16][CH:15]=[CH:14][CH:13]=1)[C:6](CCNS(CC1C(Br)=CC=CC=1Br)(=O)=O)=[C:5]2CCCC1C=CC(C(O)=O)=CC=1.[H-].[Na+].C(Br)(C1C=CC=CC=1)C1C=CC=CC=1.O>CN(C=O)C>[CH:11]([N:7]1[C:8]2[C:4](=[CH:3][CH:2]=[CH:10][CH:9]=2)[CH:5]=[CH:6]1)([C:18]1[CH:23]=[CH:22][CH:21]=[CH:20][CH:19]=1)[C:12]1[CH:13]=[CH:14][CH:15]=[CH:16][CH:17]=1 |f:1.2|. Procedure: To a solution of the product from step 2 (1.66 g, 4.86 mmol) in DMF (20 mL) was added NaH (60% in mineral oil, 0.24 g, 5.83 mmol) under N2 atmosphere. The mixture was stirred for 1 h at room temperature, followed by the dropwise addition of benzhydryl bromide (1.8 g, 7.29 mmol) in DMF (5 mL). This reaction mixture was stirred overnight at room temperature. Water (500 mL) was added, and the mixture was extracted with EtOAc, washed with brine, dried (Na2SO4), and concentrated under reduced pressur...